From a dataset of the Open Reaction Database (ORD), a public repository of structured organic reaction records. describe an organic reaction: reactants, conditions, products, and yield The reactants are ClC1=NC=2N(C(N(C(C2N1)=O)CCCC/C(/NO)=N/[H])=O)CCCCC ((1Z)-5-(8-chloro-2,6-dioxo-3-pentyl-2,3,6,7-tetrahydro-1H-purin-1-yl)-N-hydroxypentanimidamide), solution, CC[O-].[Na+] (NaOEt), S1C=C(C=C1)C(=O)OCC (ethyl 3-thiophenecarboxylate). Solvent: CCO (EtOH), CCO (EtOH). Run at temperature 150 celsius. The product is ClC1=NC=2N(C(N(C(C2N1)=O)CCCCC1=NOC(=N1)C1=CSC=C1)=O)CCCCC (8-Chloro-3-pentyl-1-{4-[5-(3-thienyl)-1,2,4-oxadiazol-3-yl]butyl}-3,7-dihydro-1H-purine-2,6-dione), solid. Isolated yield 32.0%. Reaction SMILES: [Cl:1][C:2]1[NH:10][C:9]2[C:8](=[O:11])[N:7]([CH2:12][CH2:13][CH2:14][CH2:15]/[C:16](=[N:19]/[H])/[NH:17][OH:18])[C:6](=[O:21])[N:5]([CH2:22][CH2:23][CH2:24][CH2:25][CH3:26])[C:4]=2[N:3]=1.CC[O-].[Na+].[S:31]1[CH:35]=[CH:34][C:33]([C:36](OCC)=O)=[CH:32]1>CCO>[Cl:1][C:2]1[NH:10][C:9]2[C:8](=[O:11])[N:7]([CH2:12][CH2:13][CH2:14][CH2:15][C:16]3[N:19]=[C:36]([C:33]4[CH:34]=[CH:35][S:31][CH:32]=4)[O:18][N:17]=3)[C:6](=[O:21])[N:5]([CH2:22][CH2:23][CH2:24][CH2:25][CH3:26])[C:4]=2[N:3]=1 |f:1.2|. Procedure details: A solution of (1Z)-5-(8-chloro-2,6-dioxo-3-pentyl-2,3,6,7-tetrahydro-1H-purin-1-yl)-N-hydroxypentanimidamide (50 mg, 0.13 mmol) in EtOH (1 ml) was treated with a 21% solution of NaOEt in EtOH (55 μl, 0.21 mmol) and ethyl 3-thiophenecarboxylate (18 μl, 0.13 mmol). The mixture was heated in the microwave at 150° C. for 10 min. After cooling, the reaction was partitioned between 2M HCl (aq) and EtOAc. The organic layer was separated and the aqueous extracted again with EtOAc. The combined extracts ... Starting materials: BrC=1C=CC(=NC1)C#CC(C)O (4-(5-bromo-pyridin-2-yl)-but-3-yn-2-ol), [H][H] (hydrogen). The reagents and catalysts are [Pd].CC(=O)[O-].CC(=O)[O-].[Pb+2] (Lindlar's catalyst). The solvent is CCOC(=O)C (EtOAc). Yields the product BrC=1C=CC(=NC1)C=CC(C)O (4-(5-bromo-pyridin-2-yl)-but-3-en-2-ol). Isolated yield 49.1%. RXN SMILES: [Br:1][C:2]1[CH:3]=[CH:4][C:5]([C:8]#[C:9][CH:10]([OH:12])[CH3:11])=[N:6][CH:7]=1.[H][H]>CCOC(C)=O.[Pd].CC([O-])=O.CC([O-])=O.[Pb+2]>[Br:1][C:2]1[CH:3]=[CH:4][C:5]([CH:8]=[CH:9][CH:10]([OH:12])[CH3:11])=[N:6][CH:7]=1 |f:3.4.5.6|. Procedure: The 4-(5-bromo-pyridin-2-yl)-but-3-yn-2-ol prepared in Step 1 (2.26 g, 0.010 mol) was dissolved in EtOAc (50 mL). Lindlar's catalyst (1.13 g) was added and the mixture was shaken on a Parr shaker under 55 psi hydrogen for 16 h. The mixture was filtered and concentrated. The residue was chromatographed (SiO2, 9/1 to 4/1 hexane/EtOAc) to afford 4-(5-bromo-pyridin-2-yl)-but-3-en-2-ol as a clear oil (1.12 g, 49%). The reactants are COC(=O)C1(C(C1(C)C)C(=O)OC)C#N (3,3-dimethyl-1-cyano-cyclopropane-1,2-dicarboxylic acid dimethyl ester), [OH-].[K+] (potassium hydroxide). The solvent is CO (methanol), O (water). Conditions: time 2 hour. Product: CC1(C(C1(C(=O)O)C#N)C(=O)OC)C (3,3-dimethyl-2-methoxycarbonyl-1-cyano-cyclopropane-1-carboxylic acid). Yield: 65.9%. Reaction SMILES: C[O:2][C:3]([C:5]1([C:14]#[N:15])[C:7]([CH3:9])([CH3:8])[CH:6]1[C:10]([O:12][CH3:13])=[O:11])=[O:4].[OH-].[K+]>CO.O>[CH3:8][C:7]1([CH3:9])[C:5]([C:14]#[N:15])([C:3]([OH:4])=[O:2])[CH:6]1[C:10]([O:12][CH3:13])=[O:11] |f:1.2|. Procedure details: A solution of 21.1 g (0.1 mol) of 3,3-dimethyl-1-cyano-cyclopropane-1,2-dicarboxylic acid dimethyl ester and 5.6 g of potassium hydroxide in a mixture of 50 ml of methanol and 25 ml of water was stirred at room temperature for 2 hours. The mixture was then filtered and the filtrate was acidified with dilute hydrochloric acid. An oil separated out and was taken up in methylene chloride. The methylene chloride phase was dried over sodium sulphate and then concentrated. 13 g (65% of theory) of 3,3-... Reactants: Cl.C(C1=CC=CC=C1)OC1=C(C(=O)N[C@@H](CCC(N)=O)C(=O)N2CCN(CC2)C)C=CC(=C1)OCC1=CC=CC=C1 (1-(2,4-dibenzyloxybenzoyl-L-glutaminyl)-4-methylpiperazine.hydrochloride), Example 5 ( ii ). Reagents/catalysts: [C].[Pd] (Palladium-carbon). Run in [H][H] (hydrogen). Product: Cl.OC1=C(C(=O)N[C@@H](CCC(N)=O)C(=O)N2CCN(CC2)C)C=CC(=C1)O (1-(2,4-dihydroxybenzoyl-L-glutaminyl)-4-methylpiperazine.hydrochloride). Yield: 85.9%. Reaction SMILES: [ClH:1].C([O:9][C:10]1[CH:33]=[C:32]([O:34]CC2C=CC=CC=2)[CH:31]=[CH:30][C:11]=1[C:12]([NH:14][C@H:15]([C:21]([N:23]1[CH2:28][CH2:27][N:26]([CH3:29])[CH2:25][CH2:24]1)=[O:22])[CH2:16][CH2:17][C:18](=[O:20])[NH2:19])=[O:13])C1C=CC=CC=1>[H][H].[C].[Pd]>[ClH:1].[OH:9][C:10]1[CH:33]=[C:32]([OH:34])[CH:31]=[CH:30][C:11]=1[C:12]([NH:14][C@H:15]([C:21]([N:23]1[CH2:28][CH2:27][N:26]([CH3:29])[CH2:25][CH2:24]1)=[O:22])[CH2:16][CH2:17][C:18](=[O:20])[NH2:19])=[O:13] |f:0.1,3.4,5.6|. Reported procedure: 10% Palladium-carbon (200 mg) was added to an ethanolic solution (50 ml) of 1-(2,4-dibenzyloxybenzoyl-L-glutaminyl)-4-methylpiperazine.hydrochloride (270 mg) obtained above and catalytic reduction was carried out at room temperature and under atmospheric pressure in hydrogen stream. Thereafter, treatments were conducted in the same manner as in Example 5 (ii) to obtain colorless crystalline powder 1-(2,4-dihydroxybenzoyl-L-glutaminyl)-4-methylpiperazine.hydrochloride (160 mg). Melting point: 144... Starting materials: FC=1C=C2C(C(=C3N(C2=CC1F)C(S3)C)C(=O)OCC)=O (Ethyl 6,7-difluoro-1-methyl-4-oxo-4H-(1,3)thiazeto(3,2-a)quinoline-3-carboxylate), N1CCNCC1 (piperazine). Run in CN(C=O)C (N,N-dimethylformamide). The product is FC=1C=C2C(C(=C3N(C2=CC1N1CCNCC1)C(S3)C)C(=O)OCC)=O (Ethyl 6-fluoro-1-methyl-4-oxo-7-(1-piperazinyl)-4H-(1,3)thiazeto(3,2-a)quinoline-3-carboxylate). Yield: 49.5%. As a reaction SMILES: [F:1][C:2]1[CH:3]=[C:4]2[C:9](=[CH:10][C:11]=1F)[N:8]1[CH:13]([CH3:15])[S:14][C:7]1=[C:6]([C:16]([O:18][CH2:19][CH3:20])=[O:17])[C:5]2=[O:21].[NH:22]1[CH2:27][CH2:26][NH:25][CH2:24][CH2:23]1>CN(C)C=O>[F:1][C:2]1[CH:3]=[C:4]2[C:9](=[CH:10][C:11]=1[N:22]1[CH2:27][CH2:26][NH:25][CH2:24][CH2:23]1)[N:8]1[CH:13]([CH3:15])[S:14][C:7]1=[C:6]([C:16]([O:18][CH2:19][CH3:20])=[O:17])[C:5]2=[O:21]. Procedure: Ethyl 6,7-difluoro-1-methyl-4-oxo-4H-(1,3)thiazeto(3,2-a)quinoline-3-carboxylate (5.0 g) was suspended in 150 ml of N,N-dimethylformamide and the suspension was stirred with 4.6 g of piperazine at room temperature for 48 hours. N,N-Dimethylformamide was evaporated in vacuo and to the residue was added ice water to collect the crystals by filtration. Purification by a column chromatography (silica gel/chloroform-methanol (1:1)) gave 3.0 g of desired compound, m.p. 224° C. (decompn.). The reactants are COC=1C=C(C=C(C1OC)C=1SC=CC1)/C=C/C(=O)C1=CC=C(C=C1)NS(=O)(=O)C (N-{4-[3E-(3,4-dimethoxy-5-thiophen-2-yl-phenyl)-acryloyl]-phenyl}-methanesulfonamide), C([O-])([O-])=O.[K+].[K+] (potassium carbonate), CI (Methyl iodide). Solvent: O (water), CN(C)C=O (DMF). Product: COC=1C=C(C=C(C1OC)C=1SC=CC1)/C=C/C(=O)C1=CC=C(C=C1)N(S(=O)(=O)C)C (N-{4-[3E-(3,4-Dimethoxy-5-thiophen-2-yl-phenyl)-acryloyl]-phenyl}-N-methyl-methanesulfonamide). Isolated yield 45.9%. As a reaction SMILES: [CH3:1][O:2][C:3]1[CH:4]=[C:5](/[CH:16]=[CH:17]/[C:18]([C:20]2[CH:25]=[CH:24][C:23]([NH:26][S:27]([CH3:30])(=[O:29])=[O:28])=[CH:22][CH:21]=2)=[O:19])[CH:6]=[C:7]([C:11]2[S:12][CH:13]=[CH:14][CH:15]=2)[C:8]=1[O:9][CH3:10].[C:31](=O)([O-])[O-].[K+].[K+].CI>CN(C=O)C.O>[CH3:1][O:2][C:3]1[CH:4]=[C:5](/[CH:16]=[CH:17]/[C:18]([C:20]2[CH:25]=[CH:24][C:23]([N:26]([CH3:31])[S:27]([CH3:30])(=[O:28])=[O:29])=[CH:22][CH:21]=2)=[O:19])[CH:6]=[C:7]([C:11]2[S:12][CH:13]=[CH:14][CH:15]=2)[C:8]=1[O:9][CH3:10] |f:1.2.3|. Procedure: A solution of N-{4-[3E-(3,4-dimethoxy-5-thiophen-2-yl-phenyl)-acryloyl]-phenyl}-methanesulfonamide (Ex-14, 90 mg, 0.20 mmol) in anhydrous DMF was treated with potassium carbonate (56.1 mg, 0.41). Methyl iodide (126.32 uL, 2.03 mmol) was added to the reaction mixture which was then refluxed for 1.5 hours under inert conditions. The reaction was diluted with water (25 mL) and extracted with diethyl ether (2×50 mL). The organic portion was dried over sodium sulfate, filtered, and concentrated to a ... The reactants are C, OCC1=CC2(CCCCC2)CC1, [H][H], C1CCOC1, [Pd]. Yields the product OCC1CCC2(CCCCC2)C1. Reaction SMILES: [C:20].[CH:1]1=[C:2]([CH2:11][OH:12])[CH2:3][CH2:4][C:5]12[CH2:6][CH2:7][CH2:8][CH2:9][CH2:10]2.[H:13][H:14].[O:15]1[CH2:16][CH2:17][CH2:18][CH2:19]1.[Pd:21]>>[CH2:1]1[CH:2]([CH2:11][OH:12])[CH2:3][CH2:4][C:5]12[CH2:6][CH2:7][CH2:8][CH2:9][CH2:10]2. Starting materials: Cc1ccc2c(Br)c(F)ccc2n1, C[Mg]Cl, Cc1ccccc1, ClC(Cl)(CCP(c1ccccc1)c1ccccc1)P(c1ccccc1)c1ccccc1, [Ni+2], C1CCOC1, O. Yields the product Cc1ccc2c(C)c(F)ccc2n1. As a reaction SMILES: [Br:1][c:2]1[c:3]2[cH:4][cH:5][c:6]([CH3:13])[n:7][c:8]2[cH:9][cH:10][c:11]1[F:12].[CH3:14][Mg:15][Cl:16].[CH3:50][c:51]1[cH:52][cH:53][cH:54][cH:55][cH:56]1.[Cl:19][C:20]([Cl:21])([P:22]([c:23]1[cH:24][cH:25][cH:26][cH:27][cH:28]1)[c:29]1[cH:30][cH:31][cH:32][cH:33][cH:34]1)[CH2:35][CH2:36][P:37]([c:38]1[cH:39][cH:40][cH:41][cH:42][cH:43]1)[c:44]1[cH:45][cH:46][cH:47][cH:48][cH:49]1.[Ni+2:18].[O:57]1[CH2:58][CH2:59][CH2:60][CH2:61]1.[OH2:17]>>[c:2]1([CH3:14])[c:3]2[cH:4][cH:5][c:6]([CH3:13])[n:7][c:8]2[cH:9][cH:10][c:11]1[F:12]. The reactants are CCCCO, CCCC(C)C, CCOCC, CC(C)NC(C)C, Cl, Cc1ccc(NC(=O)c2cc(F)cc(N3CCOCC3)c2)cc1N, Nc1c(Cl)ncnc1Cl, O. The product is Cc1ccc(NC(=O)c2cc(F)cc(N3CCOCC3)c2)cc1Nc1ncnc(Cl)c1N. Reaction SMILES: [CH2:54]([OH:55])[CH2:56][CH2:57][CH3:58].[CH3:42][CH2:43][CH2:44][CH:45]([CH3:46])[CH3:47].[CH3:48][CH2:49][O:50][CH2:51][CH3:52].[CH:35]([NH:36][CH:37]([CH3:38])[CH3:39])([CH3:40])[CH3:41].[ClH:1].[NH2:11][c:12]1[cH:13][c:14]([NH:19][C:20]([c:21]2[cH:22][c:23]([F:33])[cH:24][c:25]([N:27]3[CH2:28][CH2:29][O:30][CH2:31][CH2:32]3)[cH:26]2)=[O:34])[cH:15][cH:16][c:17]1[CH3:18].[NH2:2][c:3]1[c:4]([Cl:10])[n:5][cH:6][n:7][c:8]1[Cl:9].[OH2:53]>>[NH2:2][c:3]1[c:4]([Cl:10])[n:5][cH:6][n:7][c:8]1[NH:11][c:12]1[cH:13][c:14]([NH:19][C:20]([c:21]2[cH:22][c:23]([F:33])[cH:24][c:25]([N:27]3[CH2:28][CH2:29][O:30][CH2:31][CH2:32]3)[cH:26]2)=[O:34])[cH:15][cH:16][c:17]1[CH3:18].